The task is: describe an organic reaction: reactants, conditions, products, and yield. This data is from the Open Reaction Database (ORD), a public repository of structured organic reaction records. The reactants are COC(=O)C(C(=O)OC)CCC1=CC=NC=C1 (Methyl 2-(methoxycarbonyl)-4-(pyridin-4-yl)butyrate), O (H2O), [Na+].[Cl-] (NaCl), CN(C)C=O (DMF). Solvent: CCOC(=O)C (EtOAc). The product is EtOAc hexanes, N1=CC=C(C=C1)CCCC(=O)OC (Methyl 4-(Pyridin-4-yl)butyrate). Isolated yield 60.0%. As a reaction SMILES: [CH3:1][O:2][C:3]([CH:5]([CH2:10][CH2:11][C:12]1[CH:17]=[CH:16][N:15]=[CH:14][CH:13]=1)C(OC)=O)=[O:4].O.[Na+].[Cl-].CN(C=O)C>CCOC(C)=O>[N:15]1[CH:16]=[CH:17][C:12]([CH2:11][CH2:10][CH2:5][C:3]([O:2][CH3:1])=[O:4])=[CH:13][CH:14]=1 |f:2.3|. Reported procedure: A solution of diester 10-3 (19.0 g, 80.1 mmol), H2O (1.45 ml, 80.1 mmol), NaCl (10.5 g, 160.2 mmol) and DMF was heated to 170° C. for 18 h. The reaction was diluted with EtOAc and then washed with sat. NaHCO3, brine, dried (MgSO4) and concentrated. Flash chromatography (silica, 60% EtOAc/hexanes) afforded ester 10-4 as a brown oil. Starting materials: [O-][Cl+2]([O-])[O-], Cl, [K+], O=[N+]([O-])c1ccc(O)cc1. As a reaction SMILES: [Cl+2:11]([O-:12])([O-:13])[O-:14].[ClH:16].[K+:15].[N+:1](=[O:2])([O-:3])[c:4]1[cH:5][cH:6][c:7]([OH:10])[cH:8][cH:9]1>>[N+:1](=[O:2])([O-:3])[c:4]1[cH:5][cH:6][c:7]([OH:10])[c:8]([Cl:11])[cH:9]1. Yields the product O=[N+]([O-])c1ccc(O)c(Cl)c1. Starting materials: O[C@@H](CN[C@@H]1CC2=CC(=CC=C2CC1)OCC(=O)N(C)C)C1=CC=C(C=C1)O (2-[(2S)-2-[[(2R)-2-Hydroxy-2-(4-hydroxy-phenyl)ethyl]-amino]-1,2,3,4-tetrahydronaphthalen-7-yloxy]-N,N-dimethylacetamide), Cl (hydrochloric acid). Run in C(C)O (ethanol). The product is Cl.O[C@@H](CN[C@@H]1CC2=CC(=CC=C2CC1)OCC(=O)N(C)C)C1=CC=C(C=C1)O (2-[(2S)-2-[[(2R)-2-hydroxy-2-(4-hydroxyphenyl)ethyl]amino]-1,2,3,4-tetrahydronaphthalen-7-yloxy]-N,N-dimethylacetamide hydrochloride). Reaction SMILES: [OH:1][C@H:2]([C:22]1[CH:27]=[CH:26][C:25]([OH:28])=[CH:24][CH:23]=1)[CH2:3][NH:4][C@H:5]1[CH2:14][CH2:13][C:12]2[C:7](=[CH:8][C:9]([O:15][CH2:16][C:17]([N:19]([CH3:21])[CH3:20])=[O:18])=[CH:10][CH:11]=2)[CH2:6]1.[ClH:29]>C(O)C>[ClH:29].[OH:1][C@H:2]([C:22]1[CH:27]=[CH:26][C:25]([OH:28])=[CH:24][CH:23]=1)[CH2:3][NH:4][C@H:5]1[CH2:14][CH2:13][C:12]2[C:7](=[CH:8][C:9]([O:15][CH2:16][C:17]([N:19]([CH3:20])[CH3:21])=[O:18])=[CH:10][CH:11]=2)[CH2:6]1 |f:3.4|. Procedure details: 2-[(2S)-2-[[(2R)-2-Hydroxy-2-(4-hydroxy-phenyl)ethyl]-amino]-1,2,3,4-tetrahydronaphthalen-7-yloxy]-N,N-dimethylacetamide (210 mg) was suspended in ethanol (10.5 ml), and 1N hydrochloric acid (546 μl) was added to the suspension and the mixture was dissolved by heating. After cooling, collection by filtration of the precipitated crystals gave 2-[(2S)-2-[[(2R)-2-hydroxy-2-(4-hydroxyphenyl)ethyl]amino]-1,2,3,4-tetrahydronaphthalen-7-yloxy]-N,N-dimethylacetamide hydrochloride (100 mg) having a melti... Starting materials: CC=1C=C(C2=C(N1)SC(=C2C2=CC(=CC=C2)OC)C(C)C)N (6-methyl-2-(1-methylethyl)-3-[3-(methyloxy)phenyl]thieno[2,3-b]pyridin-4-amine), C(=O)(C(F)(F)F)O (TFA), C1(=CC=CC=C1)C1=CC=C(C=N1)S(=O)(=O)Cl (6-phenyl-3-pyridinesulfonyl chloride). Yields the product FC(C(=O)O)(F)F.CC1=CC(=C2C(=N1)SC(=C2C2=CC(=CC=C2)OC)C(C)C)NS(=O)(=O)C=2C=NC(=CC2)C2=CC=CC=C2 (N-{6-Methyl-2-(1-methylethyl)-3-[3-(methyloxy)phenyl]thieno[2,3-b]pyridin-4-yl}-6-phenyl-3-pyridinesulfonamide trifluoroacetate). As a reaction SMILES: [CH3:1][C:2]1[CH:3]=[C:4]([NH2:22])[C:5]2[C:10]([C:11]3[CH:16]=[CH:15][CH:14]=[C:13]([O:17][CH3:18])[CH:12]=3)=[C:9]([CH:19]([CH3:21])[CH3:20])[S:8][C:6]=2[N:7]=1.[C:23]1([C:29]2[N:34]=[CH:33][C:32]([S:35](Cl)(=[O:37])=[O:36])=[CH:31][CH:30]=2)[CH:28]=[CH:27][CH:26]=[CH:25][CH:24]=1.[C:39]([OH:45])([C:41]([F:44])([F:43])[F:42])=[O:40]>>[F:42][C:41]([F:44])([F:43])[C:39]([OH:45])=[O:40].[CH3:1][C:2]1[N:7]=[C:6]2[S:8][C:9]([CH:19]([CH3:20])[CH3:21])=[C:10]([C:11]3[CH:16]=[CH:15][CH:14]=[C:13]([O:17][CH3:18])[CH:12]=3)[C:5]2=[C:4]([NH:22][S:35]([C:32]2[CH:33]=[N:34][C:29]([C:23]3[CH:28]=[CH:27][CH:26]=[CH:25][CH:24]=3)=[CH:30][CH:31]=2)(=[O:36])=[O:37])[CH:3]=1 |f:3.4|. Reported procedure: Following general method outlined in Example 52, starting from 6-methyl-2-(1-methylethyl)-3-[3-(methyloxy)phenyl]thieno[2,3-b]pyridin-4-amine (40 mg, 0.128 mmol) (Description 21) and 6-phenyl-3-pyridinesulfonyl chloride (39 mg, 0.154 mmol), the title compound (12.2 mg) was isolated as a TFA salt. LCMS (B) m/z: 530 [M+1]+, Rt 3.02 min. Yields the product CC=CC(O)CNC(=O)OC. Reactants: COC(=O)Cl, CCN(C(C)C)C(C)C, ClCCl, CC=CC(O)CN, O. RXN SMILES: [CH3:17][O:18][C:19](=[O:20])[Cl:21].[CH:8]([N:9]([CH:10]([CH3:11])[CH3:12])[CH2:13][CH3:14])([CH3:15])[CH3:16].[Cl:23][CH2:24][Cl:25].[NH2:1][CH2:2][CH:3]([CH:4]=[CH:5][CH3:6])[OH:7].[OH2:22]>>[NH:1]([CH2:2][CH:3]([CH:4]=[CH:5][CH3:6])[OH:7])[C:19]([O:18][CH3:17])=[O:20].